This data is from the Open Reaction Database (ORD), a public repository of structured organic reaction records. The task is: describe an organic reaction: reactants, conditions, products, and yield Starting materials: CN(C)C=O, [Cl-], [H-], CI, [NH4+], [Na+], O, O=S(=O)(NC(c1ccccc1)c1ccccc1)c1cc2ccccc2n1S(=O)(=O)c1ccccc1. The product is CN(C(c1ccccc1)c1ccccc1)S(=O)(=O)c1cc2ccccc2n1S(=O)(=O)c1ccccc1. RXN SMILES: [CH3:42][N:43]([CH3:44])[CH:45]=[O:46].[Cl-:40].[H-:36].[I:38][CH3:39].[NH4+:41].[Na+:37].[OH2:47].[c:1]1([CH:7]([NH:8][S:9](=[O:10])(=[O:11])[c:12]2[n:13]([S:21](=[O:22])(=[O:23])[c:24]3[cH:25][cH:26][cH:27][cH:28][cH:29]3)[c:14]3[cH:15][cH:16][cH:17][cH:18][c:19]3[cH:20]2)[c:30]2[cH:31][cH:32][cH:33][cH:34][cH:35]2)[cH:2][cH:3][cH:4][cH:5][cH:6]1>>[c:1]1([CH:7]([N:8]([S:9](=[O:10])(=[O:11])[c:12]2[n:13]([S:21](=[O:22])(=[O:23])[c:24]3[cH:25][cH:26][cH:27][cH:28][cH:29]3)[c:14]3[cH:15][cH:16][cH:17][cH:18][c:19]3[cH:20]2)[CH3:39])[c:30]2[cH:31][cH:32][cH:33][cH:34][cH:35]2)[cH:2][cH:3][cH:4][cH:5][cH:6]1. Reactants: C(C)OC(C)=NC(C1=CC=C(C=C1)OC)=O (N-(1-ethoxy-ethylidene)-4-methoxy-benzamide), N(N)C1=CC=C(C=N1)S(=O)(=O)N (6-hydrazinopyridine-3-sulfonic acid amide), O (water). Solvent: ClCCl (dichloromethane), CO (methanol). Reaction conditions: time 8 hour. The product is COC1=CC=C(C=C1)C1=NC(=NN1C1=CC=C(C=N1)S(=O)(=O)N)C (6-[5-(4-methoxy-phenyl)-3-mehtyl-[1,2,4]triazole-1-yl]-pyridine-3-sulfonic acid amide). Yield: 55.0%. Reaction SMILES: C(O[C:4](=[N:6][C:7](=O)[C:8]1[CH:13]=[CH:12][C:11]([O:14][CH3:15])=[CH:10][CH:9]=1)[CH3:5])C.[NH:17]([C:19]1[N:24]=[CH:23][C:22]([S:25]([NH2:28])(=[O:27])=[O:26])=[CH:21][CH:20]=1)[NH2:18].O>ClCCl.CO>[CH3:15][O:14][C:11]1[CH:10]=[CH:9][C:8]([C:7]2[N:17]([C:19]3[N:24]=[CH:23][C:22]([S:25]([NH2:28])(=[O:27])=[O:26])=[CH:21][CH:20]=3)[N:18]=[C:4]([CH3:5])[N:6]=2)=[CH:13][CH:12]=1. Reported procedure: N-(1-ethoxy-ethylidene)-4-methoxy-benzamide 462 mg (2.09 mmol) was dissolved in a mixed solvent of dichloromethane 20 ml and methanol 10 ml, and 6-hydrazinopyridine-3-sulfonic acid amide 433 mg (2.23 mmol) was added to the solution and stirred for 8 hours. After completing the reaction, water 20 ml was added to the reacting solution and extracted two times with dichloromethane, and then, the collected organic layer was washed with saturated brine. The organic layer was dried with anhydrous magne... Starting materials: CCCCCCCCC=CCCCCCCCCCCCC(=O)N1CCCC1C(=O)OC, CCCCCCCCC=CCCCCCCCCCCCC(=O)O, [Cl-], Nc1ccc(Cl)cc1C(=O)O, c1ccncc1. Yields the product CCCCCCCCC=CCCCCCCCCCCCC(=O)Nc1ccc(Cl)cc1C(=O)O. As a reaction SMILES: [CH3:1][O:2][C:3](=[O:4])[CH:5]1[CH2:6][CH2:7][CH2:8][N:9]1[C:10](=[O:11])[CH2:12][CH2:13][CH2:14][CH2:15][CH2:16][CH2:17][CH2:18][CH2:19][CH2:20][CH2:21][CH2:22][CH:23]=[CH:24][CH2:25][CH2:26][CH2:27][CH2:28][CH2:29][CH2:30][CH2:31][CH3:32].[CH3:33][CH2:34][CH2:35][CH2:36][CH2:37][CH2:38][CH2:39][CH2:40][CH:41]=[CH:42][CH2:43][CH2:44][CH2:45][CH2:46][CH2:47][CH2:48][CH2:49][CH2:50][CH2:51][CH2:52][CH2:53][C:54]([OH:55])=[O:56].[Cl-:57].[NH2:58][c:59]1[c:60]([C:61](=[O:62])[OH:63])[cH:64][c:65]([Cl:68])[cH:66][cH:67]1.[cH:69]1[cH:70][cH:71][n:72][cH:73][cH:74]1>>[CH3:33][CH2:34][CH2:35][CH2:36][CH2:37][CH2:38][CH2:39][CH2:40][CH:41]=[CH:42][CH2:43][CH2:44][CH2:45][CH2:46][CH2:47][CH2:48][CH2:49][CH2:50][CH2:51][CH2:52][CH2:53][C:54](=[O:56])[NH:58][c:59]1[c:60]([C:61](=[O:62])[OH:63])[cH:64][c:65]([Cl:68])[cH:66][cH:67]1.